This data is from the Open Reaction Database (ORD), a public repository of structured organic reaction records. The task is: describe an organic reaction: reactants, conditions, products, and yield Reactants: [OH-].[Li+] (lithium hydroxide), C(C)(C)(C)C=1C=C(C(=O)OC)C=C(C1)OCCOC (Methyl 3-tert-butyl-5-(2-methoxyethoxy)benzoate), Cl (hydrochloric acid). Run in C1CCOC1 (THF), CO (methanol). Run at temperature 40 celsius, time 3 hour. Yields the product C(C)(C)(C)C=1C=C(C(=O)O)C=C(C1)OCCOC (3-tert-Butyl-5-(2-methoxyethoxy)benzoic acid). Isolated yield 100.3%. Reaction SMILES: [C:1]([C:5]1[CH:6]=[C:7]([CH:12]=[C:13]([O:15][CH2:16][CH2:17][O:18][CH3:19])[CH:14]=1)[C:8]([O:10]C)=[O:9])([CH3:4])([CH3:3])[CH3:2].[OH-].[Li+].Cl>CO.C1COCC1>[C:1]([C:5]1[CH:6]=[C:7]([CH:12]=[C:13]([O:15][CH2:16][CH2:17][O:18][CH3:19])[CH:14]=1)[C:8]([OH:10])=[O:9])([CH3:4])([CH3:2])[CH3:3] |f:1.2|. Procedure details: Methyl 3-tert-butyl-5-(2-methoxyethoxy)benzoate (O5.043; 2.0 g) was dissolved in methanol (30 ml) and THF (60 ml), and lithium hydroxide solution (30 ml, 1 M in water) was added. The mixture was heated to 40° C. and stirred for 3 h. Then the organic solvents were drawn off and the aqueous phase was adjusted to pH 3 with 1 N hydrochloric acid. The mixture was extracted with EA, dried, filtered and concentrated. 1.9 g of the title compound were obtained.